Dataset: the Open Reaction Database (ORD), a public repository of structured organic reaction records. Task: describe an organic reaction: reactants, conditions, products, and yield Reactants: O=C([O-])[O-], CCOC(C)=O, CCNCC1CCC1, Cc1nn(C)c2nc(Cl)c(C=O)cc12, [K+], [K+], CN(C)C=O, O. Yields the product CCN(CC1CCC1)c1nc2c(cc1C=O)c(C)nn2C. RXN SMILES: [C:1](=[O:2])([O-:3])[O-:4].[CH3:35][CH2:36][O:37][C:38](=[O:39])[CH3:40].[CH:21]1([CH2:25][NH:26][CH2:27][CH3:28])[CH2:22][CH2:23][CH2:24]1.[Cl:7][c:8]1[c:9]([CH:19]=[O:20])[cH:10][c:11]2[c:12]([n:13]1)[n:14]([CH3:18])[n:15][c:16]2[CH3:17].[K+:5].[K+:6].[O:30]=[CH:31][N:32]([CH3:33])[CH3:34].[OH2:29]>>[c:8]1([N:26]([CH2:25][CH:21]2[CH2:22][CH2:23][CH2:24]2)[CH2:27][CH3:28])[c:9]([CH:19]=[O:20])[cH:10][c:11]2[c:12]([n:13]1)[n:14]([CH3:18])[n:15][c:16]2[CH3:17]. Starting materials: C1(=CC=CC=C1)S(=O)(=O)NC(=O)C=1C=CC(=NC1)C(=O)[O-] (5-[((phenylsulfonyl)amino)carbonyl]-pyridine-2-carboxylate), CCC(CC)O (3-pentanol), C(C)(=O)OCC (ethyl acetate). The reagents and catalysts are S(O)(O)(=O)=O (sulfuric acid). Reaction conditions: temperature 90 celsius. The product is C1(=CC=CC=C1)S(=O)(=O)NC(=O)C=1C=CC(=NC1)C(=O)OC(CC)CC (3-Pentyl 5-[((phenylsulfonyl)amino)carbonyl]-pyridine-2-carboxylate). As a reaction SMILES: [C:1]1([S:7]([NH:10][C:11]([C:13]2[CH:14]=[CH:15][C:16]([C:19]([O-:21])=[O:20])=[N:17][CH:18]=2)=[O:12])(=[O:9])=[O:8])[CH:6]=[CH:5][CH:4]=[CH:3][CH:2]=1.C(OCC)(=O)C.[CH3:28][CH2:29][CH:30](O)[CH2:31][CH3:32]>S(=O)(=O)(O)O>[C:1]1([S:7]([NH:10][C:11]([C:13]2[CH:14]=[CH:15][C:16]([C:19]([O:21][CH:30]([CH2:31][CH3:32])[CH2:29][CH3:28])=[O:20])=[N:17][CH:18]=2)=[O:12])(=[O:9])=[O:8])[CH:2]=[CH:3][CH:4]=[CH:5][CH:6]=1. Procedure details: 5 drops of concentrated sulfuric acid were added to 0.9 g (2.94 mmol) of 5-[((phenylsulfonyl)amino)carbonyl]-pyridine-2-carboxylate in 30 ml of 3-pentanol, while stirring, and the mixture was heated at 90° C. for 6 hours. The excess 3-pentanol was distilled off in vacuo and the residue was treated with ethyl acetate. The crystalline crude product was combined with the product obtained from the mother liquor by purification by column chromatography (melting point 186° to 187° C.), treated with ho... Reactants: CS(=O)(=O)O[C@@H]1CC2=CC[C@H]3[C@@H]4CC[C@H]([C@@H](CCCC(C)C)C)[C@]4(CC[C@@H]3[C@]2(CC1)C)C (3β-cholest-5-en-3-yl methanesulfonate), [Si](C)(C)(C)N=[N+]=[N-] (TMSN3), C(=O)(O)[O-].[Na+] (NaHCO3), B(F)(F)F.CCOCC (boron trifluoride etherate). The solvent is hexanes, C(Cl)Cl (CH2Cl2), hexanes. Reaction conditions: temperature 22 celsius, time 2 hour. The product is N(=[N+]=[N-])[C@@H]1CC2=CC[C@H]3[C@@H]4CC[C@H]([C@@H](CCCC(C)C)C)[C@]4(CC[C@@H]3[C@]2(CC1)C)C (3β-Azido-5-cholestene). The yield is 94.1%. Reaction SMILES: CS(O[C@H:6]1[CH2:30][CH2:29][C@@:28]2([CH3:31])[C:8](=[CH:9][CH2:10][C@@H:11]3[C@@H:27]2[CH2:26][CH2:25][C@@:24]2([CH3:32])[C@H:12]3[CH2:13][CH2:14][C@@H:15]2[C@H:16]([CH3:23])[CH2:17][CH2:18][CH2:19][CH:20]([CH3:22])[CH3:21])[CH2:7]1)(=O)=O.[Si]([N:37]=[N+:38]=[N-:39])(C)(C)C.B(F)(F)F.CCOCC.C([O-])(O)=O.[Na+]>C(Cl)Cl>[N:37]([C@H:6]1[CH2:30][CH2:29][C@@:28]2([CH3:31])[C:8](=[CH:9][CH2:10][C@@H:11]3[C@@H:27]2[CH2:26][CH2:25][C@@:24]2([CH3:32])[C@H:12]3[CH2:13][CH2:14][C@@H:15]2[C@H:16]([CH3:23])[CH2:17][CH2:18][CH2:19][CH:20]([CH3:22])[CH3:21])[CH2:7]1)=[N+:38]=[N-:39] |f:2.3,4.5|. Procedure details: To a solution of 3β-cholest-5-en-3-yl methanesulfonate (9.30 g, 20.0 mmol) in anhydrous CH2Cl2 (100 mL), TMSN3 (2.95 mL, 22.0 mmol) was added, followed by boron trifluoride etherate (5.0 mL, 40.0 mmol). The reaction was stirred at 22° C. for 2 h. When the starting material was no longer visible by TLC analysis (hexanes), the reaction was slowly poured into saturated aqueous NaHCO3 (100 mL) and vigorously stirred for 10 min. The organic layer was separated and the aqueous layer was extracted with... Reactants: C=CC(=O)OC, CCOC(=O)CC(C[N+](=O)[O-])c1ccc(C(F)(F)F)cc1, CCCCO, CCOCC, Cl. Yields the product CCOC(=O)CC(c1ccc(C(F)(F)F)cc1)C(CCC(=O)OC)[N+](=O)[O-]. As a reaction SMILES: [C:22]([CH:23]=[CH2:24])(=[O:25])[O:26][CH3:27].[CH2:1]([CH3:2])[O:3][C:4]([CH2:5][CH:6]([CH2:7][N+:8](=[O:9])[O-:10])[c:11]1[cH:12][cH:13][c:14]([C:17]([F:18])([F:19])[F:20])[cH:15][cH:16]1)=[O:21].[CH2:29]([OH:30])[CH2:31][CH2:32][CH3:33].[CH3:34][CH2:35][O:36][CH2:37][CH3:38].[ClH:28]>>[CH2:1]([CH3:2])[O:3][C:4]([CH2:5][CH:6]([CH:7]([N+:8](=[O:9])[O-:10])[CH2:24][CH2:23][C:22](=[O:25])[O:26][CH3:27])[c:11]1[cH:12][cH:13][c:14]([C:17]([F:18])([F:19])[F:20])[cH:15][cH:16]1)=[O:21]. The reactants are Cc1cc(O)cc(C)c1OCC(=O)OC(C)(C)C, Cc1ccccc1, CC(C)OC(=O)N=NC(=O)OC(C)C, CCCN(CC(C)O)S(=O)(=O)c1sc2ccc(Cl)cc2c1C, c1ccc(P(c2ccccc2)c2ccccc2)cc1. Product: CCCN(CC(C)Oc1cc(C)c(OCC(=O)OC(C)(C)C)c(C)c1)S(=O)(=O)c1sc2ccc(Cl)cc2c1C. RXN SMILES: [C:15]([CH3:16])([CH3:17])([CH3:18])[O:19][C:20]([CH2:21][O:22][c:23]1[c:24]([CH3:31])[cH:25][c:26]([OH:30])[cH:27][c:28]1[CH3:29])=[O:32].[CH3:74][c:75]1[cH:76][cH:77][cH:78][cH:79][cH:80]1.[O:1]=[C:2]([O:3][CH:4]([CH3:5])[CH3:6])[N:7]=[N:8][C:9]([O:10][CH:11]([CH3:12])[CH3:13])=[O:14].[OH:33][CH:34]([CH2:35][N:36]([S:37](=[O:38])(=[O:39])[c:40]1[c:41]([CH3:50])[c:42]2[c:43]([s:44]1)[cH:45][cH:46][c:47]([Cl:49])[cH:48]2)[CH2:51][CH2:52][CH3:53])[CH3:54].[c:55]1([P:56]([c:57]2[cH:58][cH:59][cH:60][cH:61][cH:62]2)[c:63]2[cH:64][cH:65][cH:66][cH:67][cH:68]2)[cH:69][cH:70][cH:71][cH:72][cH:73]1>>[C:15]([CH3:16])([CH3:17])([CH3:18])[O:19][C:20]([CH2:21][O:22][c:23]1[c:24]([CH3:31])[cH:25][c:26]([O:30][CH:34]([CH2:35][N:36]([S:37](=[O:38])(=[O:39])[c:40]2[c:41]([CH3:50])[c:42]3[c:43]([s:44]2)[cH:45][cH:46][c:47]([Cl:49])[cH:48]3)[CH2:51][CH2:52][CH3:53])[CH3:54])[cH:27][c:28]1[CH3:29])=[O:32]. Starting materials: ClC=1C=CC(=C(CN2C3=C(NCC2)N=CC(=C3)C=3C=C(C(=O)O)C=CC3)C1)C(F)(F)F (3-{1-[5-chloro-2-(trifluoromethyl)benzyl]-1,2,3,4-tetrahydropyrido[2,3-b]pyrazin-7-yl}benzoic acid), C1(=CC=CC=C1)N1CNC(C12CCNCC2)=O (1-phenyl-1,3,8-triaza-spiro[4.5]decan-4-one). The product is ClC=1C=CC(=C(CN2C3=C(NCC2)N=CC(=C3)C=3C=C(C(=O)N2CCC4(C(NCN4C4=CC=CC=C4)=O)CC2)C=CC3)C1)C(F)(F)F (8-(3-{1-[5-Chloro-2-(trifluoromethyl)benzyl]-1,2,3,4-tetrahydropyrido[2,3-b]pyrazin-7-yl}benzoyl)-1-phenyl-1,3,8-triaza-spiro[4.5]decan-4-one). As a reaction SMILES: [Cl:1][C:2]1[CH:3]=[CH:4][C:5]([C:28]([F:31])([F:30])[F:29])=[C:6]([CH:27]=1)[CH2:7][N:8]1[CH2:13][CH2:12][NH:11][C:10]2[N:14]=[CH:15][C:16]([C:18]3[CH:19]=[C:20]([CH:24]=[CH:25][CH:26]=3)[C:21](O)=[O:22])=[CH:17][C:9]1=2.[C:32]1([N:38]2[C:42]3([CH2:47][CH2:46][NH:45][CH2:44][CH2:43]3)[C:41](=[O:48])[NH:40][CH2:39]2)[CH:37]=[CH:36][CH:35]=[CH:34][CH:33]=1>>[Cl:1][C:2]1[CH:3]=[CH:4][C:5]([C:28]([F:29])([F:31])[F:30])=[C:6]([CH:27]=1)[CH2:7][N:8]1[CH2:13][CH2:12][NH:11][C:10]2[N:14]=[CH:15][C:16]([C:18]3[CH:19]=[C:20]([CH:24]=[CH:25][CH:26]=3)[C:21]([N:45]3[CH2:44][CH2:43][C:42]4([N:38]([C:32]5[CH:33]=[CH:34][CH:35]=[CH:36][CH:37]=5)[CH2:39][NH:40][C:41]4=[O:48])[CH2:47][CH2:46]3)=[O:22])=[CH:17][C:9]1=2. Procedure: 3-{1-[5-chloro-2-(trifluoromethyl)benzyl]-1,2,3,4-tetrahydropyrido[2,3-b]pyrazin-7-yl}benzoic acid was reacted with 1-phenyl-1,3,8-triaza-spiro[4.5]decan-4-one as in General Procedure 10 to give the title compound. LCMS: m/z=661.00 (M+H+); retention time=0.87 minutes.